This data is from the Open Reaction Database (ORD), a public repository of structured organic reaction records. The task is: describe an organic reaction: reactants, conditions, products, and yield The reactants are [N+](=O)([O-])C=1C=C(C(C#N)=CC1)C#N (4-nitro-phthalonitrile), N1=CC(=CC=C1)O (pyridin-3-ol), C(=O)([O-])[O-].[K+].[K+] (K2CO3). Run in CN(C)C=O (DMF). Reaction conditions: time 8 hour. Yields the product N1=CC(=CC=C1)OC=1C=C(C(C#N)=CC1)C#N (4-(Pyridin-3-yloxy)-phthalonitrile). Isolated yield 187.6%. RXN SMILES: [N+]([C:4]1[CH:5]=[C:6]([C:12]#[N:13])[C:7](=[CH:10][CH:11]=1)[C:8]#[N:9])([O-])=O.[N:14]1[CH:19]=[CH:18][CH:17]=[C:16]([OH:20])[CH:15]=1.C([O-])([O-])=O.[K+].[K+]>CN(C=O)C>[N:14]1[CH:19]=[CH:18][CH:17]=[C:16]([O:20][C:4]2[CH:5]=[C:6]([C:12]#[N:13])[C:7](=[CH:10][CH:11]=2)[C:8]#[N:9])[CH:15]=1 |f:2.3.4|. Procedure: A mixture of 4-nitro-phthalonitrile (3.46 g, 20 mmol), pyridin-3-ol (1.90 g, 20 mmol), K2CO3 (8.29 g, 60 mmol), and DMF (50 ml) was stirred at ambient temperature overnight. The reaction mixture was then combined with another batch of the same reaction performed on the same scale. Subsequently, the solid components were removed by filtration and the filtrate was concentrated in vacuo. To the residue was added water and the mixture was extracted with EtOAc. The organic phase was then washed with ... Starting materials: Cl (HCl), S1C(=NC=C1)NC([C@H](CCCNCN=N[N+](=O)[O-])NC(=O)OC(C)(C)C)=O ((2S)-2-tert-Butoxycarbonylamino-5-(nitroimino-amino)methylaminopentanoic acid 1,3-thiazol-2-ylamide), ClCCl (dichloromethane). Run in O1CCOCC1 (dioxane), C1CCOC1 (THF). Run at time 3 hour. The product is Cl.S1C(=NC=C1)NC([C@H](CCCNCN=N[N+](=O)[O-])N)=O ((2S)-2-amino-5-(nitroimino-amino)methylaminopentanoic acid 1,3-thiazol-2-ylamide hydrochloride). As a reaction SMILES: [S:1]1[CH:5]=[CH:4][N:3]=[C:2]1[NH:6][C:7](=[O:27])[C@@H:8]([NH:19]C(OC(C)(C)C)=O)[CH2:9][CH2:10][CH2:11][NH:12][CH2:13][N:14]=[N:15][N+:16]([O-:18])=[O:17].Cl.[Cl:29]CCl>C1COCC1.O1CCOCC1>[ClH:29].[S:1]1[CH:5]=[CH:4][N:3]=[C:2]1[NH:6][C:7](=[O:27])[C@@H:8]([NH2:19])[CH2:9][CH2:10][CH2:11][NH:12][CH2:13][N:14]=[N:15][N+:16]([O-:18])=[O:17] |f:5.6|. Procedure details: (2S)-2-tert-Butoxycarbonylamino-5-(nitroimino-amino)methylaminopentanoic acid 1,3-thiazol-2-ylamide (2.28 g, 5.68 mmol) is dissolved in 5 mL THF and 5 mL 4 N HCl in dioxane. After 3 h, dichloromethane is added and the mixture is filtered. The semisolid is collected and is treated with methanol—toluene and concentrated in vacuo; this process is repeated several times to afford 1.63 g of (2S)-2-amino-5-(nitroimino-amino)methylaminopentanoic acid 1,3-thiazol-2-ylamide hydrochloride as a solid. Starting materials: C=C(C)C(=O)Cl, C1CCOC1, CC(N)C(=O)O, Cl, [Na+], [OH-], O. Product: C=C(C)C(=O)NC(C)C(=O)O. RXN SMILES: [C:9]([C:10](=[CH2:11])[CH3:12])(=[O:13])[Cl:14].[CH2:17]1[O:18][CH2:19][CH2:20][CH2:21]1.[CH3:3][CH:4]([NH2:5])[C:6]([OH:7])=[O:8].[ClH:15].[Na+:2].[OH-:1].[OH2:16]>>[CH3:3][CH:4]([NH:5][C:9]([C:10](=[CH2:11])[CH3:12])=[O:13])[C:6]([OH:7])=[O:8]. The reactants are CO, CC(C(=O)O)c1ccc(-c2ccc(F)cc2F)cc1, O=S(=O)(O)O. The product is COC(=O)C(C)c1ccc(-c2ccc(F)cc2F)cc1. Reaction SMILES: [CH3:25][OH:26].[F:1][c:2]1[c:3](-[c:9]2[cH:10][cH:11][c:12]([CH:15]([C:16](=[O:17])[OH:18])[CH3:19])[cH:13][cH:14]2)[cH:4][cH:5][c:6]([F:8])[cH:7]1.[S:20](=[O:21])(=[O:22])([OH:23])[OH:24]>>[F:1][c:2]1[c:3](-[c:9]2[cH:10][cH:11][c:12]([CH:15]([C:16](=[O:17])[O:18][CH3:25])[CH3:19])[cH:13][cH:14]2)[cH:4][cH:5][c:6]([F:8])[cH:7]1. The reactants are [Na+], [OH-], CCOC(=O)c1c(C)nn2cccc(CO)c12, O=S(=O)(O)O. Yields the product Cc1cc2c(CO)cccn2n1. Reaction SMILES: [Na+:19].[OH-:18].[OH:1][CH2:2][c:3]1[c:4]2[n:5]([cH:6][cH:7][cH:8]1)[n:9][c:10]([CH3:17])[c:11]2[C:12]([O:13][CH2:14][CH3:15])=[O:16].[S:20](=[O:21])(=[O:22])([OH:23])[OH:24]>>[OH:1][CH2:2][c:3]1[c:4]2[n:5]([cH:6][cH:7][cH:8]1)[n:9][c:10]([CH3:17])[cH:11]2. Reactants: B, COC(=O)c1ccc2c(C3CCCCC3)c3n(c2c1)CC(C(=O)O)Cc1ccccc1-3, C1CCOC1. Product: COC(=O)c1ccc2c(C3CCCCC3)c3n(c2c1)CC(CO)Cc1ccccc1-3. Reaction SMILES: [BH3:1].[C:2](=[O:3])([OH:4])[CH:5]1[CH2:6][n:7]2[c:8]([c:16]([CH:27]3[CH2:28][CH2:29][CH2:30][CH2:31][CH2:32]3)[c:17]3[cH:18][cH:19][c:20]([C:23](=[O:24])[O:25][CH3:26])[cH:21][c:22]23)-[c:9]2[c:10]([cH:12][cH:13][cH:14][cH:15]2)[CH2:11]1.[CH2:33]1[O:34][CH2:35][CH2:36][CH2:37]1>>[CH2:2]([OH:3])[CH:5]1[CH2:6][n:7]2[c:8]([c:16]([CH:27]3[CH2:28][CH2:29][CH2:30][CH2:31][CH2:32]3)[c:17]3[cH:18][cH:19][c:20]([C:23](=[O:24])[O:25][CH3:26])[cH:21][c:22]23)-[c:9]2[c:10]([cH:12][cH:13][cH:14][cH:15]2)[CH2:11]1. The reactants are C(C)(=O)OC(C)=O (Acetic anhydride), FC=1C=C2C(C(NC2=CC1)=O)=O (5-fluoroisatin). The reagents and catalysts are [O-2].[Cr+6].[O-2].[O-2] (Chromium (VI) oxide). The solvent is C(C)(=O)O (acetic acid). Conditions: temperature 85 celsius, time 15 minute. Product: FC1=CC=C2C(C(=O)OC(N2)=O)=C1 (5-fluoroisatoic anhydride), solid. The yield is 64.0%. As a reaction SMILES: [C:1]([O:4][C:5](=[O:7])[CH3:6])(=[O:3])C.[F:8][C:9]1[CH:10]=C2[C:15](=[CH:16][CH:17]=1)[NH:14]C(=O)C2=O>[O-2].[Cr+6].[O-2].[O-2].C(O)(=O)C>[F:8][C:9]1[CH:10]=[C:6]2[C:5]([O:4][C:1](=[O:3])[NH:14][C:15]2=[CH:16][CH:17]=1)=[O:7] |f:2.3.4.5|. Reported procedure: Acetic anhydride (90.0 mL), 5-fluoroisatin (20.62 g, 0.125 mmol, 1.00 eq), and acetic acid (90 mL) were added to a 250 mL, three neck flask fitted with a magnetic stir bar and a condenser. The flask was placed in a water bath and heated to 85° C. Chromium (VI) oxide (20.36 g, 0.204 mol, 1.63 eq) was added in small portions (0.5 g size) over 40 min to the red solution. The reaction mixture was stirred for an additional 15 min and cooled to 10° C. in an ice bath. The solid that formed was isolated...